This data is from the Open Reaction Database (ORD), a public repository of structured organic reaction records. The task is: describe an organic reaction: reactants, conditions, products, and yield RXN SMILES: C(OC([NH:11][CH:12]([C:21]([O:23][CH2:24][C@@H:25]([C:33]([O:35]CC1C=CC=CC=1)=[O:34])[NH:26][C:27](=[O:32])[C:28]([F:31])([F:30])[F:29])=[O:22])[CH:13]([C:15]1[CH:20]=[CH:19][CH:18]=[CH:17][CH:16]=1)[OH:14])=O)C1C=CC=CC=1>[Pd].C(O)(=O)C>[C:15]1([CH:13]([OH:14])[CH:12]([C:21]([O:23][CH2:24][C@@H:25]([C:33]([OH:35])=[O:34])[NH:26][C:27](=[O:32])[C:28]([F:29])([F:30])[F:31])=[O:22])[NH2:11])[CH:20]=[CH:19][CH:18]=[CH:17][CH:16]=1. Procedure details: A mixture of benzyl O-(N-benzyloxycarbonyl-3-phenyl-D,L-serinyl)-N-trifluoroacetyl-L-serinate (324 mg) and 10% palladium on activated carbon (400 mg) in acetic acid (5 ml) was hydrogenated at 40 psi under hydrogen at room temperature for 2 hours. The reaction mixture was filtered with Celite (filter aid, trade mark, made by Nakarai Chemicals) and concentrated and lyophilized to give O-(3-phenyl-D,L-serinyl)-N-trifluoroacetyl-L-serine (150 mg). Reagents/catalysts: [Pd] (palladium on activated carbon). Reaction conditions: time 2 hour. The solvent is C(C)(=O)O (acetic acid). Starting materials: C(C1=CC=CC=C1)OC(=O)NC(C(O)C1=CC=CC=C1)C(=O)OC[C@H](NC(C(F)(F)F)=O)C(=O)OCC1=CC=CC=C1 (benzyl O-(N-benzyloxycarbonyl-3-phenyl-D,L-serinyl)-N-trifluoroacetyl-L-serinate). Yields the product C1(=CC=CC=C1)C(C(N)C(=O)OC[C@H](NC(C(F)(F)F)=O)C(=O)O)O (O-(3-phenyl-D,L-serinyl)-N-trifluoroacetyl-L-serine). Isolated yield 74.8%. Reactants: [BH4-], NCCc1ccccc1, COC(OC)OC, CO, O=Cc1ccc(Oc2ccc(C(=O)N3CCCCC3)cn2)cc1, [Na+]. The product is O=C(c1ccc(Oc2ccc(CNCCc3ccccc3)cc2)nc1)N1CCCCC1. As a reaction SMILES: [BH4-:40].[CH2:31]([CH2:32][c:33]1[cH:34][cH:35][cH:36][cH:37][cH:38]1)[NH2:39].[CH3:24][O:25][CH:26]([O:27][CH3:28])[O:29][CH3:30].[CH3:42][OH:43].[N:1]1([C:7](=[O:8])[c:9]2[cH:10][cH:11][c:12]([O:15][c:16]3[cH:17][cH:18][c:19]([CH:20]=[O:21])[cH:22][cH:23]3)[n:13][cH:14]2)[CH2:2][CH2:3][CH2:4][CH2:5][CH2:6]1.[Na+:41]>>[N:1]1([C:7](=[O:8])[c:9]2[cH:10][cH:11][c:12]([O:15][c:16]3[cH:17][cH:18][c:19]([CH2:20][NH:39][CH2:31][CH2:32][c:33]4[cH:34][cH:35][cH:36][cH:37][cH:38]4)[cH:22][cH:23]3)[n:13][cH:14]2)[CH2:2][CH2:3][CH2:4][CH2:5][CH2:6]1. The reactants are [Br-], N#CC1CCN(C(c2ccccc2)c2ccccc2)C1, CC[Mg+], CCOCC, CC(C)[O-], CC(C)[O-], CC(C)[O-], CC(C)[O-], FB(F)F, [Na+], C1CCOC1, [OH-], [Ti+4]. Yields the product NC1(C2CCN(C(c3ccccc3)c3ccccc3)C2)CC1. RXN SMILES: [Br-:21].[C:1](#[N:2])[CH:3]1[CH2:4][N:5]([CH:8]([c:9]2[cH:10][cH:11][cH:12][cH:13][cH:14]2)[c:15]2[cH:16][cH:17][cH:18][cH:19][cH:20]2)[CH2:6][CH2:7]1.[CH2:22]([CH3:23])[Mg+:24].[CH2:25]([O:26][CH2:27][CH3:28])[CH3:29].[CH3:41][CH:42]([CH3:43])[O-:44].[CH3:45][CH:46]([CH3:47])[O-:48].[CH3:49][CH:50]([CH3:51])[O-:52].[CH3:53][CH:54]([CH3:55])[O-:56].[F:30][B:31]([F:32])[F:33].[Na+:35].[O:36]1[CH2:37][CH2:38][CH2:39][CH2:40]1.[OH-:34].[Ti+4:57]>>[C:1]1([NH2:2])([CH:3]2[CH2:4][N:5]([CH:8]([c:9]3[cH:10][cH:11][cH:12][cH:13][cH:14]3)[c:15]3[cH:16][cH:17][cH:18][cH:19][cH:20]3)[CH2:6][CH2:7]2)[CH2:22][CH2:23]1. The reactants are C1CCOC1, Cc1ccccc1, CCN(C(C)C)C(C)C, O=C(Cl)OC(Cl)(Cl)Cl, Cl, O=C1NCCNc2c(F)cccc21, Cc1cc(C(=O)N2CCCCc3ccccc32)ccc1CN. The product is Cc1cc(C(=O)N2CCCCc3ccccc32)ccc1CNC(=O)N1CCNC(=O)c2cccc(F)c21. As a reaction SMILES: [CH2:61]1[O:62][CH2:63][CH2:64][CH2:65]1.[CH3:54][c:55]1[cH:56][cH:57][cH:58][cH:59][cH:60]1.[CH:23]([N:24]([CH:25]([CH3:26])[CH3:27])[CH2:28][CH3:29])([CH3:30])[CH3:31].[Cl:15][C:16](=[O:17])[O:18][C:19]([Cl:20])([Cl:21])[Cl:22].[ClH:14].[F:1][c:2]1[cH:3][cH:4][cH:5][c:6]2[c:7]1[NH:8][CH2:9][CH2:10][NH:11][C:12]2=[O:13].[NH2:32][CH2:33][c:34]1[c:35]([CH3:53])[cH:36][c:37]([C:40](=[O:41])[N:42]2[c:43]3[c:44]([cH:49][cH:50][cH:51][cH:52]3)[CH2:45][CH2:46][CH2:47][CH2:48]2)[cH:38][cH:39]1>>[F:1][c:2]1[cH:3][cH:4][cH:5][c:6]2[c:7]1[N:8]([C:16](=[O:17])[NH:32][CH2:33][c:34]1[c:35]([CH3:53])[cH:36][c:37]([C:40](=[O:41])[N:42]3[c:43]4[c:44]([cH:49][cH:50][cH:51][cH:52]4)[CH2:45][CH2:46][CH2:47][CH2:48]3)[cH:38][cH:39]1)[CH2:9][CH2:10][NH:11][C:12]2=[O:13]. Reactants: C(C)(C)(C)[Si](C)(C)Cl (t-Butyldimethyl silyl chloride), N1C=NC=C1 (imidazole), C(#N)C1=CC=C(C=C1)C(CO)NCC(=O)OC(C)(C)C (tert-butyl 2-(1-(4-cyanophenyl)-2-hydroxyethylamino)acetate). The solvent is CN(C)C=O (DMF), CCOC(=O)C (EtOAc). Conditions: time 18 hour. Yields the product [Si](C)(C)(C(C)(C)C)OCC(C1=CC=C(C=C1)C#N)NCC(=O)OC(C)(C)C (tert-butyl 2-(2-(tert-butyldimethylsilyloxy)-1-(4-cyanophenyl)ethylamino)acetate). RXN SMILES: [C:1]([Si:5](Cl)([CH3:7])[CH3:6])([CH3:4])([CH3:3])[CH3:2].N1C=CN=C1.[C:14]([C:16]1[CH:21]=[CH:20][C:19]([CH:22]([NH:25][CH2:26][C:27]([O:29][C:30]([CH3:33])([CH3:32])[CH3:31])=[O:28])[CH2:23][OH:24])=[CH:18][CH:17]=1)#[N:15]>CN(C=O)C.CCOC(C)=O>[Si:5]([O:24][CH2:23][CH:22]([NH:25][CH2:26][C:27]([O:29][C:30]([CH3:33])([CH3:32])[CH3:31])=[O:28])[C:19]1[CH:18]=[CH:17][C:16]([C:14]#[N:15])=[CH:21][CH:20]=1)([C:1]([CH3:4])([CH3:3])[CH3:2])([CH3:7])[CH3:6]. Reported procedure: t-Butyldimethyl silyl chloride (0.579 g; 3.84 mmol) and imidazole (0.261 g; 3.83 mmol) were added to a solution of tert-butyl 2-(1-(4-cyanophenyl)-2-hydroxyethylamino)acetate (0.709 g; 2.56 mmol) in DMF (10 mL). The reaction mixture was stirred at ambient temperature for 18 hours. The mixture was diluted with EtOAc and washed sequentially with water and brine. The organic phase was poured through a hydrophobic frit and the solvent evaporated in vacuo. The residue was purified by flash chromatogr...